Task: describe an organic reaction: reactants, conditions, products, and yield. Dataset: the Open Reaction Database (ORD), a public repository of structured organic reaction records The reactants are N1=C(C=CC=C1)CN(CCCCCN)CC1=NC=CC=C1 (N,N-bis(pyridin-2-ylmethyl)pentane-1,5-diamine), N(=C=S)C1=CC=C(C=C1)S(=O)(=O)N (4-isothiocyanatobenzenesulfonamide). Solvent: C(C)#N (acetonitrile), CCN(C(C)C)C(C)C (DIPEA). Product: N1=C(C=CC=C1)CN(CCCCCNC(NC1=CC=C(C=C1)S(=O)(=O)N)=S)CC1=NC=CC=C1 (4-(3-(5-(bis(pyridin-2-ylmethyl)amino)pentyl)thioureido) benzenesulfonamide). The yield is 19.0%. RXN SMILES: [N:1]1[CH:6]=[CH:5][CH:4]=[CH:3][C:2]=1[CH2:7][N:8]([CH2:15][C:16]1[CH:21]=[CH:20][CH:19]=[CH:18][N:17]=1)[CH2:9][CH2:10][CH2:11][CH2:12][CH2:13][NH2:14].[N:22]([C:25]1[CH:30]=[CH:29][C:28]([S:31]([NH2:34])(=[O:33])=[O:32])=[CH:27][CH:26]=1)=[C:23]=[S:24]>C(#N)C.CCN(C(C)C)C(C)C>[N:1]1[CH:6]=[CH:5][CH:4]=[CH:3][C:2]=1[CH2:7][N:8]([CH2:15][C:16]1[CH:21]=[CH:20][CH:19]=[CH:18][N:17]=1)[CH2:9][CH2:10][CH2:11][CH2:12][CH2:13][NH:14][C:23](=[S:24])[NH:22][C:25]1[CH:30]=[CH:29][C:28]([S:31]([NH2:34])(=[O:32])=[O:33])=[CH:27][CH:26]=1. Reported procedure: A solution of tert-butyl 5-(bis(pyridin-2-ylmethyl)amino)pentylcarbamate (0.63 g, 1.64 mmol) in DCM (10 mL) and TFA (1.0 mL) was stirred at room temperature for 3 h. Upon completion the solvent was evaporated and the reaction mixture was diluted with DCM, washed with saturated aqueous potassium carbonate and concentrated under vacuum to afford N,N-bis(pyridin-2-ylmethyl)pentane-1,5-diamine. A solution of the above product N,N-bis(pyridin-2-ylmethyl)pentane-1,5-diamine, 4-isothiocyanatobenzenesul... Reactants: O1CCOCC1 (1,4-dioxane), C(C)C=1C=CC(=NC1)C=C (5-ethyl-2-vinyl-pyridine), O (water), BrN1C(CCC1=O)=O (N-bromosuccinimide). Conditions: temperature 27.5 celsius, time 4 hour. Product: BrCC(O)C1=NC=C(C=C1)CC (2-Bromo-1-(5-ethyl pyridin-2-yl)-ethanol). Yield: 85.0%. As a reaction SMILES: O1CCOCC1.[CH2:7]([C:9]1[CH:10]=[CH:11][C:12]([CH:15]=[CH2:16])=[N:13][CH:14]=1)[CH3:8].[Br:17]N1C(=O)CCC1=O.[OH2:25]>>[Br:17][CH2:16][CH:15]([C:12]1[CH:11]=[CH:10][C:9]([CH2:7][CH3:8])=[CH:14][N:13]=1)[OH:25]. Procedure details: To a stirred mixture of 225 mL 1,4-dioxane and 225 mL water, 75 g (0.5639 mol) of 5-ethyl-2-vinyl-pyridine was added, followed by 149 g (0.8371 mol) N-bromosuccinimide was added in to it, Reaction mixture was stirred at 25-30° C. for 4 hr. and subsequently quenched with excess water. Product was extracted with dichloromethane. Organic layer was separated and dried over calcium chloride. On concentrating the organic layer and purifying the residue, it gave 110.24 g (85%) of desired product.